This data is from the Open Reaction Database (ORD), a public repository of structured organic reaction records. The task is: describe an organic reaction: reactants, conditions, products, and yield The reactants are CC(C)(C)c1cc(C(=O)c2ccco2)cc2c1OCC2(C)C, COc1ccc(P2(=S)SP(=S)(c3ccc(OC)cc3)S2)cc1, Cc1ccccc1. Yields the product CC(C)(C)c1cc(C(=S)c2ccco2)cc2c1OCC2(C)C. Reaction SMILES: [C:1]([CH3:2])([CH3:3])([CH3:4])[c:5]1[cH:6][c:7]([C:16](=[O:17])[c:18]2[o:19][cH:20][cH:21][cH:22]2)[cH:8][c:9]2[c:10]1[O:11][CH2:12][C:13]2([CH3:14])[CH3:15].[CH3:23][O:24][c:25]1[cH:26][cH:27][c:28]([P:29]2(=[S:32])[S:30][P:31]([c:33]3[cH:34][cH:35][c:36]([O:37][CH3:38])[cH:39][cH:40]3)(=[S:41])[S:42]2)[cH:43][cH:44]1.[CH3:45][c:46]1[cH:47][cH:48][cH:49][cH:50][cH:51]1>>[C:1]([CH3:2])([CH3:3])([CH3:4])[c:5]1[cH:6][c:7]([C:16]([c:18]2[o:19][cH:20][cH:21][cH:22]2)=[S:32])[cH:8][c:9]2[c:10]1[O:11][CH2:12][C:13]2([CH3:14])[CH3:15]. Reaction conditions: temperature 80 celsius, time 12 hour. Procedure: A mixture of 3.6 g (0.012 mol) of ethyl 6-fluoro-7-(pyrrol-1-yl)-4-hydroxyquinoline-3-carboxylate and 4.15 g (0.03 mol) of potassium carbonate in 30 ml of dimethlformamide is heated for 30 minutes at 80° C. and left to cool, 8 g (0.06 mol) of cyclopropylmethyl bromide are added, the mixture is kept for 12 hours at 90° C. and left to cool, 80 ml of a water/ice mixture are added and the precipitate formed is filtered off, washed with water and recrystallized from ethanol to give 2.65 g of a solid ... The yield is 62.3%. Reactants: water ice, FC=1C=C2C(=C(C=NC2=CC1N1C=CC=C1)C(=O)OCC)O (ethyl 6-fluoro-7-(pyrrol-1-yl)-4-hydroxyquinoline-3-carboxylate), C([O-])([O-])=O.[K+].[K+] (potassium carbonate), C1(CC1)CBr (cyclopropylmethyl bromide). Yields the product FC=1C=C2C(C(=CN(C2=CC1N1C=CC=C1)CC1CC1)C(=O)OCC)=O (ethyl 6-fluoro-7-(pyrrol-1-yl)-1-cyclopropylmethyl-4-oxo-1,4-dihydroquinoline-3-carboxylate). As a reaction SMILES: [F:1][C:2]1[CH:3]=[C:4]2[C:9](=[CH:10][C:11]=1[N:12]1[CH:16]=[CH:15][CH:14]=[CH:13]1)[N:8]=[CH:7][C:6]([C:17]([O:19][CH2:20][CH3:21])=[O:18])=[C:5]2[OH:22].C(=O)([O-])[O-].[K+].[K+].[CH:29]1([CH2:32]Br)[CH2:31][CH2:30]1>CN(C)C=O>[F:1][C:2]1[CH:3]=[C:4]2[C:9](=[CH:10][C:11]=1[N:12]1[CH:16]=[CH:15][CH:14]=[CH:13]1)[N:8]([CH2:32][CH:29]1[CH2:31][CH2:30]1)[CH:7]=[C:6]([C:17]([O:19][CH2:20][CH3:21])=[O:18])[C:5]2=[O:22] |f:1.2.3|. The solvent is CN(C=O)C (dimethlformamide).